From a dataset of the Open Reaction Database (ORD), a public repository of structured organic reaction records. describe an organic reaction: reactants, conditions, products, and yield Starting materials: CCO, [K+], [OH-], O, CC1=NC(c2ccccc2)CN1CCO. The product is NC(CNCCO)c1ccccc1. As a reaction SMILES: [CH3:18][CH2:19][OH:20].[K+:17].[OH-:16].[OH2:21].[OH:1][CH2:2][CH2:3][N:4]1[C:5]([CH3:15])=[N:6][CH:7]([c:9]2[cH:10][cH:11][cH:12][cH:13][cH:14]2)[CH2:8]1>>[OH:1][CH2:2][CH2:3][NH:4][CH2:8][CH:7]([NH2:6])[c:9]1[cH:10][cH:11][cH:12][cH:13][cH:14]1. Reactants: CC(=O)C1=Cc2cc(Oc3ccccc3)ccc2OC1, CCO, Cl, NO, c1ccncc1. Product: CC(=NO)C1=Cc2cc(Oc3ccccc3)ccc2OC1. As a reaction SMILES: [C:1]([CH3:2])(=[O:3])[C:4]1=[CH:9][c:8]2[c:7]([cH:13][cH:12][c:11]([O:14][c:15]3[cH:16][cH:17][cH:18][cH:19][cH:20]3)[cH:10]2)[O:6][CH2:5]1.[CH3:24][CH2:25][OH:26].[ClH:21].[NH2:22][OH:23].[cH:27]1[cH:28][cH:29][n:30][cH:31][cH:32]1>>[C:1]([CH3:2])([C:4]1=[CH:9][c:8]2[c:7]([cH:13][cH:12][c:11]([O:14][c:15]3[cH:16][cH:17][cH:18][cH:19][cH:20]3)[cH:10]2)[O:6][CH2:5]1)=[N:22][OH:23].